From a dataset of the Open Reaction Database (ORD), a public repository of structured organic reaction records. describe an organic reaction: reactants, conditions, products, and yield The reactants are C(C)C=1C(=NC=2N(C1C)C=C(N2)C(=O)N)OC (6-ethyl-7-methoxy-5-methylimidazo-[1,2-a]pyrimidine-2-carboxamide), COC=1C=CC(=CC1)P2(=S)SP(=S)(S2)C=3C=CC(=CC3)OC (Lawesson's Reagent). Solvent: O1CCCC1 (tetrahydrofuran). Yields the product C(C)C=1C(=NC=2N(C1C)C=C(N2)C(N)=S)OC (6-ethyl-7-methoxy-5-methylimidazo[1,2-a]pyrimidine-2-thiocarboxamide). Yield: 76595.1%. As a reaction SMILES: [CH2:1]([C:3]1[C:4]([O:16][CH3:17])=[N:5][C:6]2[N:7]([CH:10]=[C:11]([C:13]([NH2:15])=O)[N:12]=2)[C:8]=1[CH3:9])[CH3:2].COC1C=CC(P2(SP(C3C=CC(OC)=CC=3)(=S)S2)=[S:27])=CC=1>O1CCCC1>[CH2:1]([C:3]1[C:4]([O:16][CH3:17])=[N:5][C:6]2[N:7]([CH:10]=[C:11]([C:13](=[S:27])[NH2:15])[N:12]=2)[C:8]=1[CH3:9])[CH3:2]. Reported procedure: A mixture of 20.0 g (0.0854 mmol) of 6-ethyl-7-methoxy-5-methylimidazo-[1,2-a]pyrimidine-2-carboxamide and 25.4 g (0.0629 mmol) of Lawesson's Reagent in 470 ml of tetrahydrofuran (THF) was refluxed for 4 hours. The mixture was then cooled, and the product was filtered and washed with THF, then ether to obtain 12.06 g (56%) of 6-ethyl-7-methoxy-5-methylimidazo[1,2-a]pyrimidine-2-thiocarboxamide as a yellow solid melting at 248°-259° C. Starting materials: C=CCN1CCNC(=O)c2cccc(N)c21, CC(C)O, CNC(=O)c1ccccc1Nc1nc(Cl)ncc1Cl, ClCCl, Cl, C1COCCO1. The product is C=CCN1CCNC(=O)c2cccc(Nc3ncc(Cl)c(Nc4ccccc4C(=O)NC)n3)c21. As a reaction SMILES: [CH2:1]([CH:2]=[CH2:3])[N:4]1[CH2:5][CH2:6][NH:7][C:8](=[O:16])[c:9]2[c:10]1[c:11]([NH2:15])[cH:12][cH:13][cH:14]2.[CH:37]([OH:38])([CH3:39])[CH3:40].[Cl:17][c:18]1[n:19][cH:20][c:21]([Cl:35])[c:22]([NH:24][c:25]2[c:26]([C:27](=[O:28])[NH:29][CH3:30])[cH:31][cH:32][cH:33][cH:34]2)[n:23]1.[Cl:47][CH2:48][Cl:49].[ClH:36].[O:41]1[CH2:42][CH2:43][O:44][CH2:45][CH2:46]1>>[CH2:1]([CH:2]=[CH2:3])[N:4]1[CH2:5][CH2:6][NH:7][C:8](=[O:16])[c:9]2[c:10]1[c:11]([NH:15][c:18]1[n:19][cH:20][c:21]([Cl:35])[c:22]([NH:24][c:25]3[c:26]([C:27](=[O:28])[NH:29][CH3:30])[cH:31][cH:32][cH:33][cH:34]3)[n:23]1)[cH:12][cH:13][cH:14]2. Starting materials: C1(=CC=CC=C1)P(C1=CC=CC=C1)C1=CC=CC=C1 (Triphenylphosphine), C(C1=CC=CC=C1)OC1=C(C=C(C=C1)NC(C(F)(F)F)=O)I (N-(4-benzyloxy-3-iodophenyl)trifluoroacetamide), COC(CN)OC (aminoacetaldehyde dimethyl acetal). Run in C(Cl)(Cl)(Cl)Cl (carbon tetrachloride). Run at time 8 hour. The product is C(C1=CC=CC=C1)OC1=C(C=C(C=C1)N1C(=NC=C1)C(F)(F)F)I (1-(4-Benzyloxy-3-iodophenyl)-2-trifluoromethyl-1H-imidazole). Isolated yield 34.1%. RXN SMILES: C1(P(C2C=CC=CC=2)C2C=CC=CC=2)C=CC=CC=1.[CH2:20]([O:27][C:28]1[CH:33]=[CH:32][C:31]([NH:34][C:35](=O)[C:36]([F:39])([F:38])[F:37])=[CH:30][C:29]=1[I:41])[C:21]1[CH:26]=[CH:25][CH:24]=[CH:23][CH:22]=1.CO[CH:44](OC)[CH2:45][NH2:46]>C(Cl)(Cl)(Cl)Cl>[CH2:20]([O:27][C:28]1[CH:33]=[CH:32][C:31]([N:34]2[CH:44]=[CH:45][N:46]=[C:35]2[C:36]([F:39])([F:38])[F:37])=[CH:30][C:29]=1[I:41])[C:21]1[CH:26]=[CH:25][CH:24]=[CH:23][CH:22]=1. Procedure details: Triphenylphosphine (3.11 g, 11.88 mmol) was added to a suspension of N-(4-benzyloxy-3-iodophenyl)trifluoroacetamide (Description 15; 2.5 g, 5.94 mmol) in carbon tetrachloride (35 ml) and the mixture was heated under reflux for 24 hours. The mixture was then allowed to cool and the solvent was evaporated under reduced pressure. Hexane was then added and the mixture was heated under reflux for 1 hour. The mixture was filtered and the solvent was evaporated under reduced pressure. The residue was d... The reactants are [N+](=O)([O-])C1=CC=C(S1)C(=O)N (5-nitrothiophene-2-carboxamide), ClCC(=O)OCC (ethyl chloroacetate), CC(C)([O-])C.[K+] (Potassium tertiary-butoxide). Run in O1CCCC1 (tetrahydrofuran), O1CCCC1 (tetrahydrofuran). Reaction conditions: temperature -50 celsius, time 16 hour. Yields the product C(N)(=O)C1=CC(=C(S1)[N+](=O)[O-])CC(=O)OCC (ethyl 5-carbamoyl-2-nitrothiophene-3-acetate). Yield: 121.8%. Reaction SMILES: CC(C)([O-])C.[K+].[N+:7]([C:10]1[S:14][C:13]([C:15]([NH2:17])=[O:16])=[CH:12][CH:11]=1)([O-:9])=[O:8].Cl[CH2:19][C:20]([O:22][CH2:23][CH3:24])=[O:21]>O1CCCC1>[C:15]([C:13]1[S:14][C:10]([N+:7]([O-:9])=[O:8])=[C:11]([CH2:19][C:20]([O:22][CH2:23][CH3:24])=[O:21])[CH:12]=1)(=[O:16])[NH2:17] |f:0.1|. Procedure details: Potassium tertiary-butoxide (1.96 g, 17.4 mmol) was dissolved in tetrahydrofuran (45 ml) and the solution cooled to −50° C. A solution of 5-nitrothiophene-2-carboxamide (1 g, 1.94 mmol) and ethyl chloroacetate (0.5 ml, 5.81 mmol) was added dropwise in dry tetrahydrofuran (12 ml) over 5 minutes. The reaction mixture was stirred at −50° C. for 16 hours then quenched with acetic acid (3 ml), then washed with water (20 ml). The aqueous phase was extracted with ethyl acetate and the combined organic ... The reactants are O1C(CO)C1 (2,3-epoxypropanol), COCCC1=CC=C(C=C1)O (4-(2-methoxy-ethyl)-phenol). The reagents and catalysts are [Cl-].C(C1=CC=CC=C1)[N+](CCCC)(CCCC)CCCC (benzyl-tributylammonium chloride). The solvent is C(Cl)(Cl)Cl (CHCl3). The product is COCCC1=CC=C(OCC(CO)O)C=C1 (3-[4-(2-methoxyethyl)-phenoxy]-propane-1,2-diol). Isolated yield 86.2%. RXN SMILES: [CH3:1][O:2][CH2:3][CH2:4][C:5]1[CH:10]=[CH:9][C:8]([OH:11])=[CH:7][CH:6]=1.[O:12]1[CH2:16][CH:13]1[CH2:14][OH:15]>[Cl-].C([N+](CCCC)(CCCC)CCCC)C1C=CC=CC=1.C(Cl)(Cl)Cl>[CH3:1][O:2][CH2:3][CH2:4][C:5]1[CH:10]=[CH:9][C:8]([O:11][CH2:16][CH:13]([OH:12])[CH2:14][OH:15])=[CH:7][CH:6]=1 |f:2.3|. Procedure details: 39 g of 4-(2-methoxy-ethyl)-phenol are heated to about 120° C., after addition of 0.5 g of benzyl-tributylammonium chloride, and 20.4 g of 2,3-epoxypropanol are added dropwise in the course of 15 minutes. The mixture is allowed to cool, the syrup is dissolved in CHCl3, the solution is washed with water and the CHCl3 residue is purified by preparative HPLC. 50 g of 3-[4-(2-methoxyethyl)-phenoxy]-propane-1,2-diol are obtained. The reactants are FC(F)(F)C(F)(F)C(F)(F)C(F)(F)C(F)(F)C(F)(F)C(F)(F)C(F)(F)c1cccc(OCC=CCBr)c1, CN, CCO, C1CCOC1. The product is CNCC=CCOc1cccc(C(F)(F)C(F)(F)C(F)(F)C(F)(F)C(F)(F)C(F)(F)C(F)(F)C(F)(F)F)c1. RXN SMILES: [Br:1][CH2:2][CH:3]=[CH:4][CH2:5][O:6][c:7]1[cH:8][c:9]([C:13]([C:14]([C:15]([C:16]([C:17]([C:18]([C:19]([C:20]([F:21])([F:22])[F:23])([F:24])[F:25])([F:26])[F:27])([F:28])[F:29])([F:30])[F:31])([F:32])[F:33])([F:34])[F:35])([F:36])[F:37])[cH:10][cH:11][cH:12]1.[CH3:38][NH2:39].[CH3:40][CH2:41][OH:42].[O:43]1[CH2:44][CH2:45][CH2:46][CH2:47]1>>[CH2:2]([CH:3]=[CH:4][CH2:5][O:6][c:7]1[cH:8][c:9]([C:13]([C:14]([C:15]([C:16]([C:17]([C:18]([C:19]([C:20]([F:21])([F:22])[F:23])([F:24])[F:25])([F:26])[F:27])([F:28])[F:29])([F:30])[F:31])([F:32])[F:33])([F:34])[F:35])([F:36])[F:37])[cH:10][cH:11][cH:12]1)[NH:39][CH3:38]. Starting materials: C(C)O (ethanol), 465 A1, OS(=O)(=O)O (H2SO4), CC1N(CCN(CCN(CCN(CCN(C1)S(=O)(=O)C1=CC=C(C=C1)C)S(=O)(=O)C1=CC=C(C=C1)C)S(=O)(=O)C1=CC=C(C=C1)C)S(=O)(=O)C1=CC=C(C=C1)C)S(=O)(=O)C1=CC=C(C=C1)C (2-methyl-1,4,7,10,13-penta(p-toluenesulfonyl)-1,4,7,10,13-pentaazacyclopentadecane), Example 2D, C(C)OCC (ethyl ether). The solvent is CC#N (CH3CN). Run at temperature 100 celsius, time 70 hour. Product: CC1NCCNCCNCCNCCNC1 (2-methyl-1,4,7,10,13-pentaazacyclopentadecane). Isolated yield 28.0%. Reaction SMILES: [CH3:1][CH:2]1[CH2:16][N:15](S(C2C=CC(C)=CC=2)(=O)=O)[CH2:14][CH2:13][N:12](S(C2C=CC(C)=CC=2)(=O)=O)[CH2:11][CH2:10][N:9](S(C2C=CC(C)=CC=2)(=O)=O)[CH2:8][CH2:7][N:6](S(C2C=CC(C)=CC=2)(=O)=O)[CH2:5][CH2:4][N:3]1S(C1C=CC(C)=CC=1)(=O)=O.OS(O)(=O)=O.C(O)C.C(OCC)C>CC#N>[CH3:1][CH:2]1[CH2:16][NH:15][CH2:14][CH2:13][NH:12][CH2:11][CH2:10][NH:9][CH2:8][CH2:7][NH:6][CH2:5][CH2:4][NH:3]1. Procedure: This compound was synthesized following the procedure of European Patent 0 287 465 A1, Oct. 19, 1988. A mixture of 2-methyl-1,4,7,10,13-penta(p-toluenesulfonyl)-1,4,7,10,13-pentaazacyclopentadecane prepared as in Example 2D (20.6 g, 0.0206 mole) and concentrated H2SO4 (75 ml) was heated at 100° C. with stirring under a dry argon atmosphere for 70 h. To the resulting brown solution ethanol (100 ml) was added dropwise with stirring at 0° C., followed by ethyl ether (1l). The off-white oily solid w... The reactants are C(C)(C)(C)N1C=C(C(C2=CC(=CC=C12)C#CCO)=O)C(=O)NCC1=CC=C(C=C1)Cl (1-(tert-butyl)-N-(4-chlorobenzyl)-6-(3-hydroxy-1-propynyl)-4-oxo-1,4-dihydro-3-quinolinecarboxamide), [H][H] (hydrogen). The reagents and catalysts are [Pt]=O (platinum oxide). The solvent is C1CCOC1.CO (THF methanol). Yields the product C(C)(C)(C)N1C=C(C(C2=CC(=CC=C12)CCCO)=O)C(=O)NCC1=CC=C(C=C1)Cl (1-(tert-Butyl)-N-(4-chlorobenzyl)-6-(3-hydroxypropyl)-4-oxo-1,4-dihydro-3-quinolinecarboxamide). Isolated yield 96.1%. Reaction SMILES: [C:1]([N:5]1[C:14]2[C:9](=[CH:10][C:11]([C:15]#[C:16][CH2:17][OH:18])=[CH:12][CH:13]=2)[C:8](=[O:19])[C:7]([C:20]([NH:22][CH2:23][C:24]2[CH:29]=[CH:28][C:27]([Cl:30])=[CH:26][CH:25]=2)=[O:21])=[CH:6]1)([CH3:4])([CH3:3])[CH3:2].[H][H]>C1COCC1.CO.[Pt]=O>[C:1]([N:5]1[C:14]2[C:9](=[CH:10][C:11]([CH2:15][CH2:16][CH2:17][OH:18])=[CH:12][CH:13]=2)[C:8](=[O:19])[C:7]([C:20]([NH:22][CH2:23][C:24]2[CH:29]=[CH:28][C:27]([Cl:30])=[CH:26][CH:25]=2)=[O:21])=[CH:6]1)([CH3:4])([CH3:2])[CH3:3] |f:2.3|. Procedure details: A mixture of 303 mg of 1-(tert-butyl)-N-(4-chlorobenzyl)-6-(3-hydroxy-1-propynyl)-4-oxo-1,4-dihydro-3-quinolinecarboxamide from Preparation No. 11 and 15 mg of platinum oxide in 10 mL of 1: 1 THF-methanol is stirred under 1 atm of hydrogen gas for 3 h, then filtered through diatomaceous earth and concentrated under reduced pressure. The mixture was purified by flash chromatography on silica using 2-3% methanol in dichloromethane to afford 294 mg of the title compound. Reactants: CC(C)(C(CC(C)=O)=O)C (2,2-dimethyl-3,5-hexanedione), S(=O)(=O)([O-])[O-].[Na+].[Na+] (sodium sulfate), C(C)(C)N (isopropylamine). The product is CC(C)(C(CC(C)NC(C)C)=O)C (2,2-dimethyl-5-(iso-propylamino)-3-hexanone). As a reaction SMILES: [CH3:1][C:2]([CH3:10])([C:4](=[O:9])[CH2:5][C:6](=O)[CH3:7])[CH3:3].S([O-])([O-])(=O)=O.[Na+].[Na+].[CH:18]([NH2:21])([CH3:20])[CH3:19]>C1(C)C=CC=CC=1>[CH3:1][C:2]([CH3:10])([C:4](=[O:9])[CH2:5][CH:6]([NH:21][CH:18]([CH3:20])[CH3:19])[CH3:7])[CH3:3] |f:1.2.3|. Run in C1(=CC=CC=C1)C (toluene). Reported procedure: To a solution of 15.00 g (105.49 mmol) 2,2-dimethyl-3,5-hexanedione in 50 mL of toluene loaded with 30.00 g sodium sulfate was added 12.47 g (210.97 mmol) isopropylamine. The mixture was refluxed for 4 days. Removal of toluene resulted in a yellow oil, which was subjected to vacuum transfer at 80° C. under 125 mTorr. 16.5 g of clear oil was obtained with a yield of 84%. 1H NMR (500 MHz, C6D6): δ=11.50 (s, 1H), 5.16 (s, 1H), 3.11 (m, 1H), 1.49 (s, 3H), 1.31 (s, 9H), 0.79 (d, 6H). Isolated yield 84.4%.